This data is from the Open Reaction Database (ORD), a public repository of structured organic reaction records. The task is: describe an organic reaction: reactants, conditions, products, and yield Reactants: FC(C(=O)NC=1SC(=C(C1C(=O)OC(C)(C)C)C)C(=O)OCC1=CC=CC=C1)(F)F (3-(1,1-Dimethylethyl) 5-benzyl 2-(((trifluoromethyl)carbonyl)amino)-4-methylthiophene-3,5-dicarboxylate), C(=O)(C(F)(F)F)O (TFA). Run in C(Cl)Cl (DCM). Run at time 18 hour. Yields the product C(C1=CC=CC=C1)OC(=O)C1=C(C(=C(S1)NC(=O)C(F)(F)F)C(=O)O)C (2-(((Trifluoromethyl)carbonyl)amino)4-methylthiophene-3,5-dicarboxylic acid 5-benzyl ester). Yield: 98.7%. RXN SMILES: [F:1][C:2]([F:30])([F:29])[C:3]([NH:5][C:6]1[S:7][C:8]([C:19]([O:21][CH2:22][C:23]2[CH:28]=[CH:27][CH:26]=[CH:25][CH:24]=2)=[O:20])=[C:9]([CH3:18])[C:10]=1[C:11]([O:13]C(C)(C)C)=[O:12])=[O:4].C(O)(C(F)(F)F)=O>C(Cl)Cl>[CH2:22]([O:21][C:19]([C:8]1[S:7][C:6]([NH:5][C:3]([C:2]([F:1])([F:29])[F:30])=[O:4])=[C:10]([C:11]([OH:13])=[O:12])[C:9]=1[CH3:18])=[O:20])[C:23]1[CH:28]=[CH:27][CH:26]=[CH:25][CH:24]=1. Procedure details: The compound prepared in Example 5 (155 mg, 0.34 mmol) was dissolved in DCM (2.5 ml) and TFA (3 ml) was added dropwise. After 18 h, the reaction was concentrated. The crude solid was partitioned between CHCl3 and H2O. The layers were separated and the aqueous layer was extracted with CHCl3 (2×). The combined organic layers were dried over MgSO4, filtered and concentrated to yield 130 mg of a white solid (99%). 1H-NMR (CDCl3) 2.83 (s, 3H), 5.34 (s, 2H), 7.40 (m, 5H); 13C-NMR (CDCl3)); mp-179-183°... The reactants are O (water), CC=1N=C(SC1S(=O)(=O)N1CCN(CC1)C)N (4-Methyl-5-(4-methyl-piperazine-1-sulfonyl)-thiazol-2-ylamine), C1=CN(C=N1)C(=O)N2C=CN=C2 (CDI), C1(CCCCC1)NC1CCCCC1 (dicyclohexylamine). The reagents and catalysts are CN(C)C=1C=CN=CC1 (DMAP). Run in C(Cl)Cl (DCM), ClC(C)Cl (dichloroethane), ClC(C)Cl (dichloroethane). Run at temperature 120 celsius. Yields the product C1(CCCCC1)N(C(=O)NC=1SC(=C(N1)C)S(=O)(=O)N1CCN(CC1)C)C1CCCCC1 (1,1-Dicyclohexyl-3-[4-methyl-5-(4-methyl-piperazine-1-sulfonyl)-thiazol-2-yl]-urea). Yield: 123.2%. As a reaction SMILES: [CH3:1][C:2]1[N:3]=[C:4]([NH2:17])[S:5][C:6]=1[S:7]([N:10]1[CH2:15][CH2:14][N:13]([CH3:16])[CH2:12][CH2:11]1)(=[O:9])=[O:8].C1N=CN([C:23](N2C=NC=C2)=[O:24])C=1.[CH:30]1([NH:36][CH:37]2[CH2:42][CH2:41][CH2:40][CH2:39][CH2:38]2)[CH2:35][CH2:34][CH2:33][CH2:32][CH2:31]1.O>CN(C1C=CN=CC=1)C.ClC(Cl)C.C(Cl)Cl>[CH:37]1([N:36]([CH:30]2[CH2:31][CH2:32][CH2:33][CH2:34][CH2:35]2)[C:23]([NH:17][C:4]2[S:5][C:6]([S:7]([N:10]3[CH2:15][CH2:14][N:13]([CH3:16])[CH2:12][CH2:11]3)(=[O:9])=[O:8])=[C:2]([CH3:1])[N:3]=2)=[O:24])[CH2:38][CH2:39][CH2:40][CH2:41][CH2:42]1. Procedure details: Prepared in the microwave oven (EmrysOptimizer®). 4-Methyl-5-(4-methyl-piperazine-1-sulfonyl)-thiazol-2-ylamine (0.04 g; 0.141 mmol), CDI (0.023 g; 0.141 mmol) and DMAP were mixed dichloroethane (1.5 ml) in a microwave vessel (2.5 ml). The reaction mixture was heated 600 sec at 120° C., dicyclohexylamine (0.025 g; 0.141 mmol) dissolved in dichloroethane (0.2 ml) was added through the septum and the reaction mixture was heated for additional 600 sec. at 120° C. To the reaction mixture was added w... Starting materials: CCOC(=O)Cc1c(C(=O)OCC)c2cc(Oc3ncccc3C(N)=O)ccc2n1-c1ccc(OC(F)(F)F)cc1, CCO, [Na+], [OH-], O. Reaction SMILES: [CH2:1]([CH3:2])[O:3][C:4](=[O:5])[c:6]1[c:7]([CH2:36][C:37](=[O:38])[O:39][CH2:40][CH3:41])[n:8](-[c:25]2[cH:26][cH:27][c:28]([O:31][C:32]([F:33])([F:34])[F:35])[cH:29][cH:30]2)[c:9]2[cH:10][cH:11][c:12]([O:15][c:16]3[n:17][cH:18][cH:19][cH:20][c:21]3[C:22]([NH2:23])=[O:24])[cH:13][c:14]12.[CH3:44][CH2:45][OH:46].[Na+:43].[OH-:42].[OH2:47]>>[CH2:1]([CH3:2])[O:3][C:4](=[O:5])[c:6]1[c:7]([CH2:36][C:37](=[O:38])[OH:39])[n:8](-[c:25]2[cH:26][cH:27][c:28]([O:31][C:32]([F:33])([F:34])[F:35])[cH:29][cH:30]2)[c:9]2[cH:10][cH:11][c:12]([O:15][c:16]3[n:17][cH:18][cH:19][cH:20][c:21]3[C:22]([NH2:23])=[O:24])[cH:13][c:14]12. The product is CCOC(=O)c1c(CC(=O)O)n(-c2ccc(OC(F)(F)F)cc2)c2ccc(Oc3ncccc3C(N)=O)cc12. Starting materials: FC1=C(C(=O)Cl)C=CC=C1 (2-fluorobenzoyl chloride), FC1=C(C=CC=C1)NN (2-fluorophenylhydrazine), O (water). Solvent: ClCCl (dichloromethane), N1=CC=CC=C1 (pyridine). Conditions: time 21 hour. The product is FC1=C(C=CC=C1)NNC(C1=C(C=CC=C1)F)=O (2-fluorobenzoic acid, 2-(2-fluorophenyl)hydrazide). RXN SMILES: [F:1][C:2]1[CH:7]=[CH:6][CH:5]=[CH:4][C:3]=1[NH:8][NH2:9].[F:10][C:11]1[CH:19]=[CH:18][CH:17]=[CH:16][C:12]=1[C:13](Cl)=[O:14].O>N1C=CC=CC=1.ClCCl>[F:1][C:2]1[CH:7]=[CH:6][CH:5]=[CH:4][C:3]=1[NH:8][NH:9][C:13](=[O:14])[C:12]1[CH:16]=[CH:17][CH:18]=[CH:19][C:11]=1[F:10]. Procedure details: To a stirred solution, under nitrogen of 35.2 g of 2-fluorophenylhydrazine in 250 ml of dry pyridine, cooled in an ice bath, was added, dropwise, 36.7 ml of 2-fluorobenzoyl chloride. The reaction mixture was stirred at ambient temperature for 21 hours. Upon dilution of the reaction mixture with water a precipitate was formed. Attempts to separate the precipitate by filtration, washing with pyridine, resulted in the formation of an oil. That portion of oil which did not pass into the filtrate was...